From a dataset of the Open Reaction Database (ORD), a public repository of structured organic reaction records. describe an organic reaction: reactants, conditions, products, and yield The reactants are C(=O)O.NCCC1=CC=C(C=C1)N1C(=NC=2C1=NC=CC2)CCC2=CC=C(C=C2)NC(=O)NCCCCCC (N-[4-(2-{3-[4-(2-Aminoethyl)phenyl]-3H-imidazo[4,5-b]pyridin-2-yl}ethyl)phenyl]-N′-hexylurea formate), C(C)(C)(C)[Si](C1=CC=CC=C1)(C1=CC=CC=C1)OC1=CC=C(C=C1)OCC1OC1 (tert-butyl-(4-oxiranylmethoxy-phenoxy)-diphenyl-silane). Run in C(Cl)(Cl)Cl.CO (chloroform methanol). The product is C(CCCCC)NC(=O)NC1=CC=C(C=C1)CCC1=NC=2C(=NC=CC2)N1C1=CC=C(C=C1)CCNC[C@@H](COC1=CC=C(C=C1)O)O (1-Hexyl-3-(4-{2-[3-(4-{2-[(2S)-2-hydroxy-3-(4-hydroxy-phenoxy)-propylamino]-ethyl}-phenyl)-3H-imidazo[4,5-b]pyridin-2-yl]-ethyl}-phenyl)-urea). Yield: 35.5%. RXN SMILES: C(O)=O.[NH2:4][CH2:5][CH2:6][C:7]1[CH:12]=[CH:11][C:10]([N:13]2[C:17]3=[N:18][CH:19]=[CH:20][CH:21]=[C:16]3[N:15]=[C:14]2[CH2:22][CH2:23][C:24]2[CH:29]=[CH:28][C:27]([NH:30][C:31]([NH:33][CH2:34][CH2:35][CH2:36][CH2:37][CH2:38][CH3:39])=[O:32])=[CH:26][CH:25]=2)=[CH:9][CH:8]=1.C([Si]([O:57][C:58]1[CH:63]=[CH:62][C:61]([O:64][CH2:65][CH:66]2[CH2:68][O:67]2)=[CH:60][CH:59]=1)(C1C=CC=CC=1)C1C=CC=CC=1)(C)(C)C>C(Cl)(Cl)Cl.CO>[CH2:34]([NH:33][C:31]([NH:30][C:27]1[CH:26]=[CH:25][C:24]([CH2:23][CH2:22][C:14]2[N:13]([C:10]3[CH:11]=[CH:12][C:7]([CH2:6][CH2:5][NH:4][CH2:68][C@H:66]([OH:67])[CH2:65][O:64][C:61]4[CH:62]=[CH:63][C:58]([OH:57])=[CH:59][CH:60]=4)=[CH:8][CH:9]=3)[C:17]3=[N:18][CH:19]=[CH:20][CH:21]=[C:16]3[N:15]=2)=[CH:29][CH:28]=1)=[O:32])[CH2:35][CH2:36][CH2:37][CH2:38][CH3:39] |f:0.1,3.4|. Reported procedure: N-[4-(2-{3-[4-(2-Aminoethyl)phenyl]-3H-imidazo[4,5-b]pyridin-2-yl}ethyl)phenyl]-N′-hexylurea formate (0.541 g, 1.03 mmol) was reacted with tert-butyl-(4-oxiranylmethoxy-phenoxy)-diphenyl-silane (0.250 g, 0.619 mmol) according to Procedure G (eluant: 20:1 chloroform-methanol) to give the title compound (0.195 g, 0.220 mmol).